The task is: describe an organic reaction: reactants, conditions, products, and yield. This data is from the Open Reaction Database (ORD), a public repository of structured organic reaction records. The reactants are C1=CC2=C(N=C1)N(N=N2)O (HOAT), C(CCl)Cl (EDC), CN(C(=O)C1=C(C=CC=C1)N1CCNCC1)C (N,N-dimethyl(2-piperazinylphenyl)carboxamide), N([C@H](CC1=CC=C(C=C1)Cl)C(=O)O)C(=O)OC(C)(C)C (Boc-p-Cl-D-Phe-OH). Yields the product C(C)(C)(C)OC(=O)N[C@@H](C(=O)N1CCN(CC1)C1=C(C=CC=C1)C(=O)N(C)C)CC1=CC=C(C=C1)Cl ([2-(4-{(2R)-2-[(tert-Butoxy)carbonylamino]-3-(4-chlorophenyl)propanoyl}piperazinyl)phenyl]-N,N-dimethylcarboxamide), crude white foam. As a reaction SMILES: [CH3:1][N:2]([CH3:17])[C:3]([C:5]1[CH:10]=[CH:9][CH:8]=[CH:7][C:6]=1[N:11]1[CH2:16][CH2:15][NH:14][CH2:13][CH2:12]1)=[O:4].[NH:18]([C:31]([O:33][C:34]([CH3:37])([CH3:36])[CH3:35])=[O:32])[C@@H:19]([C:28](O)=[O:29])[CH2:20][C:21]1[CH:26]=[CH:25][C:24]([Cl:27])=[CH:23][CH:22]=1.C1C=NC2N(O)N=NC=2C=1.C(Cl)CCl>>[C:34]([O:33][C:31]([NH:18][C@H:19]([CH2:20][C:21]1[CH:26]=[CH:25][C:24]([Cl:27])=[CH:23][CH:22]=1)[C:28]([N:14]1[CH2:15][CH2:16][N:11]([C:6]2[CH:7]=[CH:8][CH:9]=[CH:10][C:5]=2[C:3]([N:2]([CH3:17])[CH3:1])=[O:4])[CH2:12][CH2:13]1)=[O:29])=[O:32])([CH3:37])([CH3:35])[CH3:36]. Procedure: [2-(4-{(2R)-2-[(tert-Butoxy)carbonylamino]-3-(4-chlorophenyl)propanoyl}piperazinyl)phenyl]-N,N-dimethylcarboxamide was prepared according to the procedure described in Preparation V by using N,N-dimethyl(2-piperazinylphenyl)carboxamide (Step 3) (260 mg, 1.1 mmol), Boc-p-Cl-D-Phe-OH (Peptech Corporation) (370 mg, 1.2 mmol), HOAT (Aldrich) (151 mg, 1.11 mmol), and EDC (Aldrich Chemical Company) (430 mg, 2.2 mmol). The compound was isolated as a crude white foam (480 mg) and used in the next step w... Reactants: CCOC(=O)c1noc(C(CCCC2CCCCC2)CC(=O)OC(C)(C)C)n1, C1CCNCC1, CCO. Product: CC(C)(C)OC(=O)CC(CCCC1CCCCC1)c1nc(C(=O)N2CCCCC2)no1. RXN SMILES: [C:1]([CH3:2])([CH3:3])([CH3:4])[O:5][C:6]([CH2:7][CH:8]([CH2:9][CH2:10][CH2:11][CH:12]1[CH2:13][CH2:14][CH2:15][CH2:16][CH2:17]1)[c:18]1[n:19][c:20]([C:23](=[O:24])[O:25][CH2:26][CH3:27])[n:21][o:22]1)=[O:28].[CH2:29]1[CH2:30][CH2:31][NH:32][CH2:33][CH2:34]1.[CH3:35][CH2:36][OH:37]>>[C:1]([CH3:2])([CH3:3])([CH3:4])[O:5][C:6]([CH2:7][CH:8]([CH2:9][CH2:10][CH2:11][CH:12]1[CH2:13][CH2:14][CH2:15][CH2:16][CH2:17]1)[c:18]1[n:19][c:20]([C:23](=[O:24])[N:32]2[CH2:31][CH2:30][CH2:29][CH2:34][CH2:33]2)[n:21][o:22]1)=[O:28]. Reactants: O=CC1=CC(OC)=C(O)C=C1 (vanillin), C(=O)([O-])[O-].[Na+].[Na+] (Na2CO3), Cl (HCl), C1(=CC=CC=C1)CCCCCOS(=O)(=O)C (methansulfonic acid 5-phenyl-pentyl ester). Run in CN(C=O)C (dimethylformamide), CN(C=O)C (dimethylformamide). Product: C1(=CC=CC=C1)CCCCCOC1=C(C=C(C=O)C=C1)OC (4-(5-Phenylpentyloxy)-3-methoxy-benzaldehyde). Yield: 30.5%. RXN SMILES: [O:1]=[CH:2][C:3]1[CH:11]=[CH:10][C:8]([OH:9])=[C:5]([O:6][CH3:7])[CH:4]=1.C([O-])([O-])=O.[Na+].[Na+].[C:18]1([CH2:24][CH2:25][CH2:26][CH2:27][CH2:28]OS(C)(=O)=O)[CH:23]=[CH:22][CH:21]=[CH:20][CH:19]=1.Cl>CN(C)C=O>[C:18]1([CH2:24][CH2:25][CH2:26][CH2:27][CH2:28][O:9][C:8]2[CH:10]=[CH:11][C:3]([CH:2]=[O:1])=[CH:4][C:5]=2[O:6][CH3:7])[CH:23]=[CH:22][CH:21]=[CH:20][CH:19]=1 |f:1.2.3|. Reported procedure: A solution of vanillin (12.49 g, 82.1 mmoles) in dimethylformamide was added with Na2CO3 (17.4 g, 164 mmoles) and KI (catalytic amount). The mixture was brought to 90° C. then slowly added with methansulfonic acid 5-phenyl-pentyl ester (24.87 g, 103 mmoles) obtained as described in example 11, in dimethylformamide (40 ml). After 1.5 hours the mixture was poured into 1N HCl and thrice extracted with pentane, anhydrified and dried. The residue was purified by silica gel flash chromatography (eluen... Starting materials: C1(CC1)C=1C(=NC(=C(N1)C1=C(C=C(C=C1)Cl)Cl)C1CC1)N[C@H]1[C@@H](CC2=CC=CC=C12)N ((1R,2R)-N1-[3,6-dicyclopropyl-5-(2,4-dichlorophenyl)pyrazin-2-yl]-2,3-dihydro-1H-indene-1,2-diamine), C(C)=O (acetaldehyde), [BH3-]C#N.[Na+] (NaBH3CN), C(C)=O (acetaldehyde), [BH3-]C#N.[Na+] (NaBH3CN), C(C)=O (acetaldehyde), [BH3-]C#N.[Na+] (NaBH3CN). The reagents and catalysts are C(C)(=O)O (acetic acid), CC(=O)O (AcOH), C(C)(=O)O (acetic acid). The solvent is CCOC(=O)C (EtOAc), CO (MeOH). Conditions: time 8 hour. Yields the product C1(CC1)C=1C(=NC(=C(N1)C1=C(C=C(C=C1)Cl)Cl)C1CC1)N[C@H]1[C@@H](CC2=CC=CC=C12)NCC ((1R,2R)-N1-[3,6-dicyclopropyl-5-(2,4-dichlorophenyl)pyrazin-2-yl]-N2-ethyl-2,3-dihydro-1H-indene-1,2-diamine). Yield: 101.1%. As a reaction SMILES: [CH:1]1([C:4]2[C:5]([NH:21][C@@H:22]3[C:30]4[C:25](=[CH:26][CH:27]=[CH:28][CH:29]=4)[CH2:24][C@H:23]3[NH2:31])=[N:6][C:7]([CH:18]3[CH2:20][CH2:19]3)=[C:8]([C:10]3[CH:15]=[CH:14][C:13]([Cl:16])=[CH:12][C:11]=3[Cl:17])[N:9]=2)[CH2:3][CH2:2]1.[CH:32](=O)[CH3:33].[BH3-]C#N.[Na+]>CO.CC(O)=O.CCOC(C)=O>[CH:1]1([C:4]2[C:5]([NH:21][C@@H:22]3[C:30]4[C:25](=[CH:26][CH:27]=[CH:28][CH:29]=4)[CH2:24][C@H:23]3[NH:31][CH2:32][CH3:33])=[N:6][C:7]([CH:18]3[CH2:19][CH2:20]3)=[C:8]([C:10]3[CH:15]=[CH:14][C:13]([Cl:16])=[CH:12][C:11]=3[Cl:17])[N:9]=2)[CH2:2][CH2:3]1 |f:2.3|. Reported procedure: To a solution of (1R,2R)-N1-[3,6-dicyclopropyl-5-(2,4-dichlorophenyl)pyrazin-2-yl]-2,3-dihydro-1H-indene-1,2-diamine (0.15 g, 0.33 mmol) in MeOH (3.3 mL) was sequentially added acetaldehyde (22 mg, 0.5 mmol) and AcOH (5 drops). This mixture was stirred for 30 min before addition of NaBH3CN (1 M solution in THF, 0.6 mL, 0.6 mmol). Stir at rt overnight. Add additional acetic acid (2 drops), acetaldehyde (29 μL, 0.5 mmol) and NaBH3CN (1 M solution in THF, 0.6 mL, 0.6 mmol). After 2 hr, add addition... Reactants: Clc1ccccc1-n1ncnc1-c1cn2c(n1)-c1cc(Br)ccc1OCC2, O=C([O-])[O-], [Cs+], [Cs+], C1COCCO1, O, OB(O)c1ccccc1. Yields the product Clc1ccccc1-n1ncnc1-c1cn2c(n1)-c1cc(-c3ccccc3)ccc1OCC2. Reaction SMILES: [Br:1][c:2]1[cH:3][cH:4][c:5]2[c:6]([cH:27]1)-[c:7]1[n:8]([cH:12][c:13](-[c:15]3[n:16][cH:17][n:18][n:19]3-[c:20]3[c:21]([Cl:26])[cH:22][cH:23][cH:24][cH:25]3)[n:14]1)[CH2:9][CH2:10][O:11]2.[C:37](=[O:38])([O-:39])[O-:40].[Cs+:41].[Cs+:42].[O:44]1[CH2:45][CH2:46][O:47][CH2:48][CH2:49]1.[OH2:43].[OH:28][B:29]([OH:30])[c:31]1[cH:32][cH:33][cH:34][cH:35][cH:36]1>>[c:2]1(-[c:31]2[cH:32][cH:33][cH:34][cH:35][cH:36]2)[cH:3][cH:4][c:5]2[c:6]([cH:27]1)-[c:7]1[n:8]([cH:12][c:13](-[c:15]3[n:16][cH:17][n:18][n:19]3-[c:20]3[c:21]([Cl:26])[cH:22][cH:23][cH:24][cH:25]3)[n:14]1)[CH2:9][CH2:10][O:11]2.